From a dataset of the Open Reaction Database (ORD), a public repository of structured organic reaction records. describe an organic reaction: reactants, conditions, products, and yield Reactants: CN1CCOCC1, C(=NC1CCCCC1)=NC1CCCCC1, ClCCl, O=[N+]([O-])c1ccccc1S(=O)(=O)N1CCCNCCN(S(=O)(=O)c2ccccc2[N+](=O)[O-])Cc2cccc(n2)C1, CN(C)C=O, On1nnc2ccccc21, O=C(O)c1ccc2ccc3cccc4ccc1c2c34. Yields the product O=C(c1ccc2ccc3cccc4ccc1c2c34)N1CCCN(S(=O)(=O)c2ccccc2[N+](=O)[O-])Cc2cccc(n2)CN(S(=O)(=O)c2ccccc2[N+](=O)[O-])CC1. RXN SMILES: [CH3:85][N:86]1[CH2:87][CH2:88][O:89][CH2:90][CH2:91]1.[CH:60]1([N:61]=[C:62]=[N:63][CH:64]2[CH2:65][CH2:66][CH2:67][CH2:68][CH2:69]2)[CH2:70][CH2:71][CH2:72][CH2:73][CH2:74]1.[Cl:92][CH2:93][Cl:94].[N+:1](=[O:2])([O-:3])[c:4]1[c:5]([S:10](=[O:11])(=[O:12])[N:13]2[CH2:14][c:15]3[cH:16][cH:17][cH:18][c:19]([n:40]3)[CH2:20][N:21]([S:28](=[O:29])(=[O:30])[c:31]3[c:32]([N+:37](=[O:38])[O-:39])[cH:33][cH:34][cH:35][cH:36]3)[CH2:22][CH2:23][CH2:24][NH:25][CH2:26][CH2:27]2)[cH:6][cH:7][cH:8][cH:9]1.[O:95]=[CH:96][N:97]([CH3:98])[CH3:99].[OH:75][n:76]1[c:77]2[c:78]([cH:79][cH:80][cH:81][cH:82]2)[n:83][n:84]1.[c:41]1([C:57](=[O:58])[OH:59])[cH:42][cH:43][c:44]2[cH:45][cH:46][c:47]3[cH:48][cH:49][cH:50][c:51]4[cH:52][cH:53][c:54]1[c:55]2[c:56]34>>[N+:1](=[O:2])([O-:3])[c:4]1[c:5]([S:10](=[O:11])(=[O:12])[N:13]2[CH2:14][c:15]3[cH:16][cH:17][cH:18][c:19]([n:40]3)[CH2:20][N:21]([S:28](=[O:29])(=[O:30])[c:31]3[c:32]([N+:37](=[O:38])[O-:39])[cH:33][cH:34][cH:35][cH:36]3)[CH2:22][CH2:23][CH2:24][N:25]([C:57]([c:41]3[cH:42][cH:43][c:44]4[cH:45][cH:46][c:47]5[cH:48][cH:49][cH:50][c:51]6[cH:52][cH:53][c:54]3[c:55]4[c:56]56)=[O:58])[CH2:26][CH2:27]2)[cH:6][cH:7][cH:8][cH:9]1. The reactants are COCN(Cc1ccccc1)C[Si](C)(C)C, ClCCl, O=C(O)C(F)(F)F, C=Cc1cccc2cc(S(=O)(=O)c3ccccc3)cnc12. The product is O=S(=O)(c1ccccc1)c1cnc2c(C3CCN(Cc4ccccc4)C3)cccc2c1. RXN SMILES: [CH2:22]([c:23]1[cH:24][cH:25][cH:26][cH:27][cH:28]1)[N:29]([CH2:30][Si:33]([CH3:34])([CH3:36])[CH3:37])[CH2:35][O:31][CH3:32].[Cl:45][CH2:46][Cl:47].[OH:38][C:39]([C:40]([F:41])([F:42])[F:43])=[O:44].[c:1]1([S:7](=[O:8])(=[O:9])[c:10]2[cH:11][n:12][c:13]3[c:14]([CH:20]=[CH2:21])[cH:15][cH:16][cH:17][c:18]3[cH:19]2)[cH:2][cH:3][cH:4][cH:5][cH:6]1>>[c:1]1([S:7](=[O:8])(=[O:9])[c:10]2[cH:11][n:12][c:13]3[c:14]([CH:20]4[CH2:21][CH2:35][N:29]([CH2:22][c:23]5[cH:24][cH:25][cH:26][cH:27][cH:28]5)[CH2:30]4)[cH:15][cH:16][cH:17][c:18]3[cH:19]2)[cH:2][cH:3][cH:4][cH:5][cH:6]1. The reactants are C1(CCCC1)NC1=NC(=NC(=C1C)C)NCC1=NC=CC=C1 (N4-cyclopentyl-5,6-dimethyl-N2-(pyridin-2-ylmethyl)pyrimidine-2,4-diamine), C1(CCC1)N (cyclobutanamine). Yields the product C1(CCC1)NC1=NC(=NC(=C1C)C)NCC1=NC=CC=C1 (N4-cyclobutyl-5,6-dimethyl-N2-(pyridin-2-ylmethyl)pyrimidine-2,4-diamine). Reaction SMILES: [CH:1]1([NH:6][C:7]2[C:12]([CH3:13])=[C:11]([CH3:14])[N:10]=[C:9]([NH:15][CH2:16][C:17]3[CH:22]=[CH:21][CH:20]=[CH:19][N:18]=3)[N:8]=2)[CH2:5][CH2:4][CH2:3]C1.C1(N)CCC1>>[CH:1]1([NH:6][C:7]2[C:12]([CH3:13])=[C:11]([CH3:14])[N:10]=[C:9]([NH:15][CH2:16][C:17]3[CH:22]=[CH:21][CH:20]=[CH:19][N:18]=3)[N:8]=2)[CH2:3][CH2:4][CH2:5]1. Procedure: The titled compound was synthesized according to the procedure described for preparation of N4-cyclopentyl-5,6-dimethyl-N2-(pyridin-2-ylmethyl)pyrimidine-2,4-diamine (Example 29) using cyclobutanamine instead of cyclopentanamine. The crude material was purified by column chromatography eluting with mixture of chloroform/ethanol/20% water solution of ammonia (200:10:1), and then the final product was washed with diethyl ether to afford the titled compound as a white solid. 1H NMR (400 MHz, methan... Yield: 86.1%. The reagents and catalysts are [Pt] (Pt-C). The product is P(O)(O)(O)=O.NC=1C=C(CN)C=CC1 (m-aminobenzylamine phosphoric acid salt). Reported procedure: 33.2 g (0.2 mol) of this m-nitrobenzaldoxime, 70 g (0.35 mol) of a 50% aqueous solution of phosphoric acid, 0.3 g of a 10% Pt-C catalyst and 300 ml of isobutanol were charged into a hermetically sealed glass container and vigorously stirred while charging hydrogen. Reaction was continued at temperatures of 25° to 30° C. for 18 hours and 23 l of hydrogen was absorbed. The reaction mixture from which crystals deposited was filtered and 54.8 g of crude m-aminobenzylamine phosphoric acid salt (yield... Conditions: time 18 hour. As a reaction SMILES: [N+:1]([C:4]1[CH:5]=[C:6]([CH:10]=[CH:11][CH:12]=1)[CH:7]=[N:8]O)([O-])=O.[P:13](=[O:17])([OH:16])([OH:15])[OH:14].[H][H]>[Pt].C(O)C(C)C>[P:13](=[O:14])([OH:17])([OH:16])[OH:15].[NH2:1][C:4]1[CH:5]=[C:6]([CH:10]=[CH:11][CH:12]=1)[CH2:7][NH2:8] |f:5.6|. Run in C(C(C)C)O (isobutanol). The reactants are [N+](=O)([O-])C=1C=C(C=NO)C=CC1 (m-nitrobenzaldoxime), aqueous solution, P(O)(O)(O)=O (phosphoric acid), [H][H] (hydrogen). The reactants are CCO, CN(C)Cc1cccc(OCCCNc2nc(N)nn2C)c1, O=N[O-], [Na+], O, O=S(=O)(O)O. Product: CN(C)Cc1cccc(OCCCNc2ncnn2C)c1. Reaction SMILES: [CH3:33][CH2:34][OH:35].[CH3:5][n:6]1[n:7][c:8]([NH2:26])[n:9][c:10]1[NH:11][CH2:12][CH2:13][CH2:14][O:15][c:16]1[cH:17][c:18]([CH2:22][N:23]([CH3:24])[CH3:25])[cH:19][cH:20][cH:21]1.[N:1]([O-:2])=[O:3].[Na+:4].[OH2:27].[S:28](=[O:29])(=[O:30])([OH:31])[OH:32]>>[CH3:5][n:6]1[n:7][cH:8][n:9][c:10]1[NH:11][CH2:12][CH2:13][CH2:14][O:15][c:16]1[cH:17][c:18]([CH2:22][N:23]([CH3:24])[CH3:25])[cH:19][cH:20][cH:21]1. Starting materials: C(C)(=O)NNC(CCN1C(=NC2=C1C=CC=C2)C(=O)N([C@@H]2CN(C[C@@H](C2)C(=O)N2CCOCC2)C(=O)OC(C)(C)C)CC(C)C)=O (tert-Butyl(3S, 5R)-3-[({1-[3-(2-acetylhydrazino)-3-oxopropyl]-1H-benzimidazol-2-yl}carbonyl)(2-methylpropyl)amino]-5-(morpholin-4-ylcarbonyl)piperidine-1-carboxylate), FC(S(=O)(=O)OS(=O)(=O)C(F)(F)F)(F)F (trifluoromethanesulfonic anhydride). Run in N1=CC=CC=C1 (pyridine). Conditions: time 15 hour. The product is CC1=NN=C(O1)CCN1C(=NC2=C1C=CC=C2)C(=O)N([C@@H]2CN(C[C@@H](C2)C(=O)N2CCOCC2)C(=O)OC(C)(C)C)CC(C)C (tert-butyl(3S, 5R)-3-[({1-[2-(5-methyl-1,3,4-oxadiazol-2-yl)ethyl]-1H-benzimidazol-2-yl}carbonyl)(2-methylpropyl)amino]-5-(morpholin-4-ylcarbonyl)piperidine-1-carboxylate). Isolated yield 41.2%. RXN SMILES: [C:1]([NH:4][NH:5][C:6](=O)[CH2:7][CH2:8][N:9]1[C:13]2[CH:14]=[CH:15][CH:16]=[CH:17][C:12]=2[N:11]=[C:10]1[C:18]([N:20]([CH2:42][CH:43]([CH3:45])[CH3:44])[C@H:21]1[CH2:26][C@@H:25]([C:27]([N:29]2[CH2:34][CH2:33][O:32][CH2:31][CH2:30]2)=[O:28])[CH2:24][N:23]([C:35]([O:37][C:38]([CH3:41])([CH3:40])[CH3:39])=[O:36])[CH2:22]1)=[O:19])(=[O:3])[CH3:2].FC(F)(F)S(OS(C(F)(F)F)(=O)=O)(=O)=O>N1C=CC=CC=1>[CH3:2][C:1]1[O:3][C:6]([CH2:7][CH2:8][N:9]2[C:13]3[CH:14]=[CH:15][CH:16]=[CH:17][C:12]=3[N:11]=[C:10]2[C:18]([N:20]([CH2:42][CH:43]([CH3:44])[CH3:45])[C@H:21]2[CH2:26][C@@H:25]([C:27]([N:29]3[CH2:30][CH2:31][O:32][CH2:33][CH2:34]3)=[O:28])[CH2:24][N:23]([C:35]([O:37][C:38]([CH3:40])([CH3:41])[CH3:39])=[O:36])[CH2:22]2)=[O:19])=[N:5][N:4]=1. Procedure: tert-Butyl(3S, 5R)-3-[({1-[3-(2-acetylhydrazino)-3-oxopropyl]-1H-benzimidazol-2-yl}carbonyl)(2-methylpropyl)amino]-5-(morpholin-4-ylcarbonyl)piperidine-1-carboxylate (292 mg) was dissolved in pyridine (5 ml), and trifluoromethanesulfonic anhydride (230 μl) was added dropwise at room temperature. The reaction mixture was stirred at room temperature for 15 hr, and concentrated. The residue was diluted with 10% aqueous citric acid solution, and the mixture was extracted with ethyl acetate. The extr... The reactants are C[Si](C)(C)N=C=O, ClCCl, O=C(Nc1cccc2c1C(=O)N(CCC1CCNCC1)C2=O)c1ccc(Cl)s1. Product: NC(=O)N1CCC(CCN2C(=O)c3cccc(NC(=O)c4ccc(Cl)s4)c3C2=O)CC1. Reaction SMILES: [CH3:1][Si:2]([CH3:3])([CH3:4])[N:5]=[C:6]=[O:7].[Cl:36][CH2:37][Cl:38].[Cl:8][c:9]1[cH:10][cH:11][c:12]([C:14](=[O:15])[NH:16][c:17]2[c:18]3[c:22]([cH:23][cH:24][cH:25]2)[C:21](=[O:26])[N:20]([CH2:27][CH2:28][CH:29]2[CH2:30][CH2:31][NH:32][CH2:33][CH2:34]2)[C:19]3=[O:35])[s:13]1>>[NH2:5][C:6](=[O:7])[N:32]1[CH2:31][CH2:30][CH:29]([CH2:28][CH2:27][N:20]2[C:19](=[O:35])[c:18]3[c:17]([NH:16][C:14]([c:12]4[cH:11][cH:10][c:9]([Cl:8])[s:13]4)=[O:15])[cH:25][cH:24][cH:23][c:22]3[C:21]2=[O:26])[CH2:34][CH2:33]1. The reactants are [C-]#N, CN(C)C=O, CN(C)Cc1c[nH]c2ccc(Cl)cc12, [K+], O. Product: N#CCc1c[nH]c2ccc(Cl)cc12. As a reaction SMILES: [C-:15]#[N:16].[CH3:18][N:19]([CH3:20])[CH:21]=[O:22].[Cl:1][c:2]1[cH:3][c:4]2[c:5]([CH2:11][N:12]([CH3:13])[CH3:14])[cH:6][nH:7][c:8]2[cH:9][cH:10]1.[K+:17].[OH2:23]>>[Cl:1][c:2]1[cH:3][c:4]2[c:5]([CH2:11][C:15]#[N:16])[cH:6][nH:7][c:8]2[cH:9][cH:10]1. Starting materials: Cl (hydrochloric acid), C(C)(=O)OC[C@@H]1[C@H](C[C@@H](O1)N1C=NC=2C(N)=NC=NC12)O (5'-O-acetyl-2'-deoxyadenosine), [OH-].[Na+] (sodium hydroxide). The solvent is CO (methanol). Run at time 24 hour. Product: [C@@H]1(C[C@H](O)[C@@H](CO)O1)N1C=NC=2C(N)=NC=NC12 (2'-deoxyadenosine). Reaction SMILES: C([O:4][CH2:5][C@H:6]1[O:10][C@@H:9]([N:11]2[C:20]3[N:19]=[CH:18][N:17]=[C:15]([NH2:16])[C:14]=3[N:13]=[CH:12]2)[CH2:8][C@@H:7]1[OH:21])(=O)C.Cl.[OH-].[Na+]>CO>[C@@H:9]1([N:11]2[C:20]3[N:19]=[CH:18][N:17]=[C:15]([NH2:16])[C:14]=3[N:13]=[CH:12]2)[O:10][C@H:6]([CH2:5][OH:4])[C@@H:7]([OH:21])[CH2:8]1 |f:2.3|. Reported procedure: Dissolve 5'-O-acetyl-2'-deoxyadenosine (0.200 gms.) in methanol (15 ml.), add dilute hydrochloric acid (10 ml., 1 N) and allow the reaction mixture to stand at room temperature for 24 hours. Bring the solution to a neutral pH by the careful addition of dilute sodium hydroxide (2%). Filter any precipitated salts and wash the filtrate with pyridine. Concentrate the combined filtrate and pyridine washings in vacuo and recrystallize the resultant residue from methanol:water to give 2'-deoxyadenosine... The reactants are CC(=O)O, CSc1cc(N)nc(N)n1, O=N[O-], [Na+], O. Yields the product CSc1nc(N)nc(N)c1N=O. As a reaction SMILES: [CH3:11][C:12](=[O:13])[OH:14].[CH3:1][S:2][c:3]1[cH:4][c:5]([NH2:10])[n:6][c:7]([NH2:9])[n:8]1.[N:15](=[O:16])[O-:17].[Na+:18].[OH2:19]>>[CH3:1][S:2][c:3]1[c:4]([N:15]=[O:16])[c:5]([NH2:10])[n:6][c:7]([NH2:9])[n:8]1.